This data is from the Open Reaction Database (ORD), a public repository of structured organic reaction records. The task is: describe an organic reaction: reactants, conditions, products, and yield The product is O[C@@H]1[C@]2(O[C@H]([C@@H]1OC2)N2C=1N=C(NC(C1N=C2)=O)NC(C(C)C)=O)CO ((1S,3R,4R,7S)-7-Hydroxy-1-hydroxymethyl-3-(2-N-isobutyrylguanin-9-yl)-2,5-dioxabicyclo[2.2.1]heptane). Reaction SMILES: C([O:8][C@H:9]1[C@H:13]2[O:14][CH2:15][C@:10]1([CH2:32][OH:33])[O:11][C@H:12]2[N:16]1[CH:24]=[N:23][C:22]2[C:21](=[O:25])[NH:20][C:19]([NH:26][C:27](=[O:31])[CH:28]([CH3:30])[CH3:29])=[N:18][C:17]1=2)C1C=CC=CC=1.C(O)=O>CO.[Pd]>[OH:8][C@H:9]1[C@H:13]2[O:14][CH2:15][C@:10]1([CH2:32][OH:33])[O:11][C@H:12]2[N:16]1[CH:24]=[N:23][C:22]2[C:21](=[O:25])[NH:20][C:19]([NH:26][C:27](=[O:31])[CH:28]([CH3:29])[CH3:30])=[N:18][C:17]1=2. The reagents and catalysts are [Pd] (Pd/C). Procedure: To a solution of compound 15 (5.8 g, 12.7 mmol) in methanol (50 mL) was added 10% Pd/C (2 g) and formic acid (3 mL). The mixture was refluxed for 5 h, cooled to ambient temperature and filtrated through silica gel column. The column was washed with methanol (50 mL), all the filtrate was concentrated under reduced pressure to yield 4.55 g (98%) of compound 16 as a glass-like solid. Isolated yield 98.1%. The solvent is CO (methanol). Reactants: C(C1=CC=CC=C1)O[C@@H]1[C@]2(O[C@H]([C@@H]1OC2)N2C=1N=C(NC(C1N=C2)=O)NC(C(C)C)=O)CO ((1S,3R,4R,7S)-7-Benzyloxy-1-hydroxymethyl-3-(2-N-isobutyrylguanin-9-yl)-2,5-dioxabicyclo[2.2.1]heptane), C(=O)O (formic acid). The reactants are O=S(=O)(O)Cl, O=[N+]([O-])c1ccc(Cl)cc1, [Na+], [Na+], [Na+], [OH-], O, O=S([O-])[O-]. The product is O=[N+]([O-])c1ccc(Cl)c(S(=O)O)c1. Reaction SMILES: [Cl:17][S:18]([OH:19])(=[O:20])=[O:21].[Cl:1][c:2]1[cH:3][cH:4][c:5]([N+:8](=[O:9])[O-:10])[cH:6][cH:7]1.[Na+:15].[Na+:16].[Na+:24].[OH-:23].[OH2:22].[S:11](=[O:12])([O-:13])[O-:14]>>[Cl:1][c:2]1[c:3]([S:11](=[O:12])[OH:13])[cH:4][c:5]([N+:8](=[O:9])[O-:10])[cH:6][cH:7]1. RXN SMILES: [NH2:1][C:2]1[N:10]=[C:9]2[C:5]([N:6]=[CH:7][N:8]2[CH2:11][CH2:12][CH:13]([CH2:16][OH:17])[CH2:14][OH:15])=[CH:4][N:3]=1.O.C1(C)C=CC(S(O)(=O)=O)=CC=1.[C:30](OC)(OC)([O:33]C)[O:31][CH3:32].C(=O)(O)[O-].[Na+]>O1CCCC1.O>[NH2:1][C:2]1[N:10]=[C:9]2[C:5]([N:6]=[CH:7][N:8]2[CH2:11][CH2:12][CH:13]([CH2:16][OH:17])[CH2:14][O:15][C:30]([O:31][CH3:32])=[O:33])=[CH:4][N:3]=1 |f:1.2,4.5|. Reaction conditions: time 100 minute. Yields the product NC1=NC=C2N=CN(C2=N1)CCC(COC(=O)OC)CO (2-amino-9-(3-hydroxymethyl-4-methoxycarbonyloxybut-1-yl)purine). Reported procedure: To a suspension of 2-amino-9-(4-hydroxy-3-hydroxymethylbut-1-yl)purine (237 mg, 1.0 mmol) in dry tetrahydrofuran (3 ml) were added p-toluene-sulphonic acid monohydrate (0.21 g, 1.1 mmol) and tetramethyl orthocarbonate (0.53 ml, 4.0 mmol) and the mixture was stirred for 100 minutes. Water (0.8 ml) was added and after a further 15 minutes the solution was neutralised by addition of aqueous sodium bicarbonate. The solvent was removed and the residue was extracted with chloroform-methanol (3:1). The... Starting materials: C([O-])(O)=O.[Na+] (sodium bicarbonate), O.C1(=CC=C(C=C1)S(=O)(=O)O)C (p-toluene-sulphonic acid monohydrate), C(OC)(OC)(OC)OC (tetramethyl orthocarbonate), NC1=NC=C2N=CN(C2=N1)CCC(CO)CO (2-amino-9-(4-hydroxy-3-hydroxymethylbut-1-yl)purine). Run in O1CCCC1 (tetrahydrofuran), O (Water).